Task: describe an organic reaction: reactants, conditions, products, and yield. Dataset: the Open Reaction Database (ORD), a public repository of structured organic reaction records Reactants: CNC(=O)C1CCNCC1, Fc1ccc(-c2cc(Cl)c3cc(Cl)ccc3n2)cc1, O, c1ccncc1. Yields the product CNC(=O)C1CCN(c2cc(-c3ccc(F)cc3)nc3ccc(Cl)cc23)CC1. Reaction SMILES: [CH3:20][NH:21][C:22]([CH:23]1[CH2:24][CH2:25][NH:26][CH2:27][CH2:28]1)=[O:29].[Cl:1][c:2]1[cH:3][c:4](-[c:13]2[cH:14][cH:15][c:16]([F:19])[cH:17][cH:18]2)[n:5][c:6]2[cH:7][cH:8][c:9]([Cl:12])[cH:10][c:11]12.[OH2:30].[n:31]1[cH:32][cH:33][cH:34][cH:35][cH:36]1>>[c:2]1([N:26]2[CH2:25][CH2:24][CH:23]([C:22]([NH:21][CH3:20])=[O:29])[CH2:28][CH2:27]2)[cH:3][c:4](-[c:13]2[cH:14][cH:15][c:16]([F:19])[cH:17][cH:18]2)[n:5][c:6]2[cH:7][cH:8][c:9]([Cl:12])[cH:10][c:11]12. Starting materials: solid, C(CCCC)C1=C(NC2=CC=CC=C12)C=1C=C2C=CC(=CC2=CC1)OCC#N ({[6-(3-pentyl-1H-indol-2-yl)-2-naphthyl]oxy}acetonitrile), C(C)(C)(C)C1=CC=C(CBr)C=C1 (4-tert-butylbenzyl bromide). Product: C(C)(C)(C)C1=CC=C(CN2C(=C(C3=CC=CC=C23)CCCCC)C=2C=C3C=CC(=CC3=CC2)OCC#N)C=C1 ({[6-(1-[4-tert-Butylbenzyl]-3-pentyl-1H-indol-2-yl)-2-naphthyl]oxy}acetonitrile). RXN SMILES: [CH2:1]([C:6]1[C:14]2[C:9](=[CH:10][CH:11]=[CH:12][CH:13]=2)[NH:8][C:7]=1[C:15]1[CH:16]=[C:17]2[C:22](=[CH:23][CH:24]=1)[CH:21]=[C:20]([O:25][CH2:26][C:27]#[N:28])[CH:19]=[CH:18]2)[CH2:2][CH2:3][CH2:4][CH3:5].[C:29]([C:33]1[CH:40]=[CH:39][C:36]([CH2:37]Br)=[CH:35][CH:34]=1)([CH3:32])([CH3:31])[CH3:30]>>[C:29]([C:33]1[CH:34]=[CH:35][C:36]([CH2:37][N:8]2[C:9]3[C:14](=[CH:13][CH:12]=[CH:11][CH:10]=3)[C:6]([CH2:1][CH2:2][CH2:3][CH2:4][CH3:5])=[C:7]2[C:15]2[CH:16]=[C:17]3[C:22](=[CH:23][CH:24]=2)[CH:21]=[C:20]([O:25][CH2:26][C:27]#[N:28])[CH:19]=[CH:18]3)=[CH:39][CH:40]=1)([CH3:32])([CH3:30])[CH3:31]. Procedure details: The title compound was prepared as a solid (0.191 g, 46%) from {[6-(3-pentyl-1H-indol-2-yl)-2-naphthyl]oxy}acetonitrile using 4-tert-butylbenzyl bromide and the procedure from step 4 of Example 2; 1H NMR (DMSO-d6) δ 0.73 (t, J=7.4 Hz, 3H), 1.08-1.27 (m, 4H), 1.17 (s, 9H), 1.48-1.65 (m, 2H), 2.69 (t, J=8.1 Hz, 2H), 5.29 (s, 2H), 5.52 (s, 2H), 6.78 (d, J=8.1 Hz, 2H), 7.05-7.14 (m, 2H), 7.18 (d, J=8.1 Hz, 2H), 7.32 (dd, J=1.4, 9.9 Hz, 1H), 7.38 (d, J=7.4, 1H), 7.53 (d, J=8.5 Hz, 1H), 7.58-7.67 (m, ... Starting materials: [Si](C1=CC=CC=C1)(C1=CC=CC=C1)(C(C)(C)C)OCCC=1C(N(C=CC1)C1=C(C=C(C=C1C)NC[C@H](CN1C(C2=CC=CC=C2C1=O)=O)O)C)=O (2-[(2R)-3-({4-[3-(2-{[tert-Butyl(diphenyl)silyl]oxy}ethyl)-2-oxopyridin-1(2H)-yl]-3,5-dimethyl-phenyl}amino)-2-hydroxypropyl]-1H-isoindole-1,3(2H)-dione), O (water), ClCCl (dichloromethane), C(=O)(N1C=NC=C1)N1C=NC=C1 (1,1′-carbonyldiimidazole). Solvent: C1(=CC=CC=C1)C (toluene). Yields the product [Si](C1=CC=CC=C1)(C1=CC=CC=C1)(C(C)(C)C)OCCC=1C(N(C=CC1)C1=C(C=C(C=C1C)N1C(O[C@H](C1)CN1C(C2=CC=CC=C2C1=O)=O)=O)C)=O (2-{[(5S)-3-{4-[3-(2-{[tert-Butyl(diphenyl)silyl]oxy}ethyl)-2-oxopyridin-1(2H)-yl]-3,5-dimethyl-phenyl}-2-oxo-1,3-oxazolidin-5-yl]methyl}-1H-isoindole-1,3(2H)-dione). Reaction SMILES: [Si:1]([O:18][CH2:19][CH2:20][C:21]1[C:22](=[O:51])[N:23]([C:27]2[C:32]([CH3:33])=[CH:31][C:30]([NH:34][CH2:35][C@@H:36]([OH:49])[CH2:37][N:38]3[C:46](=[O:47])[C:45]4[C:40](=[CH:41][CH:42]=[CH:43][CH:44]=4)[C:39]3=[O:48])=[CH:29][C:28]=2[CH3:50])[CH:24]=[CH:25][CH:26]=1)([C:14]([CH3:17])([CH3:16])[CH3:15])([C:8]1[CH:13]=[CH:12][CH:11]=[CH:10][CH:9]=1)[C:2]1[CH:7]=[CH:6][CH:5]=[CH:4][CH:3]=1.[C:52](N1C=CN=C1)(N1C=CN=C1)=[O:53].O.ClCCl>C1(C)C=CC=CC=1>[Si:1]([O:18][CH2:19][CH2:20][C:21]1[C:22](=[O:51])[N:23]([C:27]2[C:28]([CH3:50])=[CH:29][C:30]([N:34]3[CH2:35][C@H:36]([CH2:37][N:38]4[C:46](=[O:47])[C:45]5[C:40](=[CH:41][CH:42]=[CH:43][CH:44]=5)[C:39]4=[O:48])[O:49][C:52]3=[O:53])=[CH:31][C:32]=2[CH3:33])[CH:24]=[CH:25][CH:26]=1)([C:14]([CH3:17])([CH3:16])[CH3:15])([C:8]1[CH:9]=[CH:10][CH:11]=[CH:12][CH:13]=1)[C:2]1[CH:7]=[CH:6][CH:5]=[CH:4][CH:3]=1. Reported procedure: 190 g (204 mmol) of the compound from Example 66A are dissolved in 1.01 l of toluene. 66.0 g (407 mmol) of 1,1′-carbonyldiimidazole are then added, and the mixture is heated at reflux for one hour. The mixture is then cooled to room temperature, and water and dichloromethane are added. The phases are separated and the organic phase is dried over sodium sulphate. After filtration, the mixture is evaporated to dryness under reduced pressure. The residue is triturated with methanol, and the solid w... The reactants are O=C([O-])[O-], COc1ccc(N)cc1OC, CN(C)c1ccncc1, [K+], [K+], O=C([O-])c1ccc(COc2ccc3c(c2)CCC(CCN2CCCCC2)C3)cc1, CN(C)C=O, On1nnc2ccccc21. Product: COc1ccc(NC(=O)c2ccc(COc3ccc4c(c3)CCC(CCN3CCCCC3)C4)cc2)cc1OC. As a reaction SMILES: [C:51](=[O:52])([O-:53])[O-:54].[CH3:30][O:31][c:32]1[cH:33][c:34]([NH2:35])[cH:36][cH:37][c:38]1[O:39][CH3:40].[CH3:57][N:58]([c:59]1[cH:60][cH:61][n:62][cH:63][cH:64]1)[CH3:65].[K+:55].[K+:56].[N:1]1([CH2:7][CH2:8][CH:9]2[CH2:10][c:11]3[cH:12][cH:13][c:14]([O:19][CH2:20][c:21]4[cH:22][cH:23][c:24]([C:25](=[O:26])[O-:27])[cH:28][cH:29]4)[cH:15][c:16]3[CH2:17][CH2:18]2)[CH2:2][CH2:3][CH2:4][CH2:5][CH2:6]1.[O:66]=[CH:67][N:68]([CH3:69])[CH3:70].[OH:41][n:42]1[c:43]2[c:44]([cH:45][cH:46][cH:47][cH:48]2)[n:49][n:50]1>>[N:1]1([CH2:7][CH2:8][CH:9]2[CH2:10][c:11]3[cH:12][cH:13][c:14]([O:19][CH2:20][c:21]4[cH:22][cH:23][c:24]([C:25](=[O:26])[NH:35][c:34]5[cH:33][c:32]([O:31][CH3:30])[c:38]([O:39][CH3:40])[cH:37][cH:36]5)[cH:28][cH:29]4)[cH:15][c:16]3[CH2:17][CH2:18]2)[CH2:2][CH2:3][CH2:4][CH2:5][CH2:6]1. The reactants are BrC=1C=C(C=CC1)NC(=S)N ((3-Bromophenyl)thiourea), COC(N(C)C)OC (N,N-dimethylformamide dimethyl acetal). Solvent: CCOCC (ether). Conditions: temperature 100 celsius. Product: BrC=1C=C(C=CC1)NC(=S)/N=C/N(C)C (1-(3-Bromophenyl)-3-[1-dimethylamino-meth-(E)-ylidene]-thiourea). RXN SMILES: [Br:1][C:2]1[CH:3]=[C:4]([NH:8][C:9]([NH2:11])=[S:10])[CH:5]=[CH:6][CH:7]=1.CO[CH:14](OC)[N:15]([CH3:17])[CH3:16]>CCOCC>[Br:1][C:2]1[CH:3]=[C:4]([NH:8][C:9](/[N:11]=[CH:14]/[N:15]([CH3:17])[CH3:16])=[S:10])[CH:5]=[CH:6][CH:7]=1. Procedure details: (3-Bromophenyl)thiourea (2.1 g, 9.1 mmol) was suspended in N,N-dimethylformamide dimethyl acetal and was heated to 100° C. for 2 d. The cooled mixture was diluted with ether and filtered and the solid washed with ether to give the title compound (2.42 g).